Dataset: the Open Reaction Database (ORD), a public repository of structured organic reaction records. Task: describe an organic reaction: reactants, conditions, products, and yield Starting materials: CCO, CC[O-], N#Cc1ccc(Cl)nc1, [Na+]. Yields the product CCOc1ccc(C#N)cn1. As a reaction SMILES: [CH3:14][CH2:15][OH:16].[CH3:2][CH2:3][O-:4].[Cl:5][c:6]1[n:7][cH:8][c:9]([C:10]#[N:11])[cH:12][cH:13]1.[Na+:1]>>[CH3:2][CH2:3][O:4][c:6]1[n:7][cH:8][c:9]([C:10]#[N:11])[cH:12][cH:13]1. Reactants: CO, [Li+], C1CCOC1, [OH-], COC(=O)C(CO)NC(=O)N1CCCCC1. Product: O=C(O)C(CO)NC(=O)N1CCCCC1. RXN SMILES: [CH3:24][OH:25].[Li+:17].[O:19]1[CH2:20][CH2:21][CH2:22][CH2:23]1.[OH-:18].[OH:1][CH2:2][CH:3]([C:4](=[O:5])[O:6][CH3:7])[NH:8][C:9](=[O:10])[N:11]1[CH2:12][CH2:13][CH2:14][CH2:15][CH2:16]1>>[OH:1][CH2:2][CH:3]([C:4](=[O:5])[OH:6])[NH:8][C:9](=[O:10])[N:11]1[CH2:12][CH2:13][CH2:14][CH2:15][CH2:16]1. Starting materials: O=C([O-])[O-], O=C([O-])O, CC(=O)OCc1nc(-c2ccc(C(C)(c3ccc(OCc4ccccn4)cn3)C(C)C)cc2)no1, CO, [K+], [K+], [Na+], O. Product: CC(C)C(C)(c1ccc(-c2noc(CO)n2)cc1)c1ccc(OCc2ccccn2)cn1. Reaction SMILES: [C:1](=[O:2])([O-:3])[O-:4].[C:42](=[O:43])([OH:44])[O-:45].[C:7](=[O:8])([CH3:9])[O:10][CH2:11][c:12]1[n:13][c:14](-[c:17]2[cH:18][cH:19][c:20]([C:23]([CH:24]([CH3:25])[CH3:26])([c:27]3[n:28][cH:29][c:30]([O:33][CH2:34][c:35]4[n:36][cH:37][cH:38][cH:39][cH:40]4)[cH:31][cH:32]3)[CH3:41])[cH:21][cH:22]2)[n:15][o:16]1.[CH3:48][OH:49].[K+:5].[K+:6].[Na+:46].[OH2:47]>>[OH:10][CH2:11][c:12]1[n:13][c:14](-[c:17]2[cH:18][cH:19][c:20]([C:23]([CH:24]([CH3:25])[CH3:26])([c:27]3[n:28][cH:29][c:30]([O:33][CH2:34][c:35]4[n:36][cH:37][cH:38][cH:39][cH:40]4)[cH:31][cH:32]3)[CH3:41])[cH:21][cH:22]2)[n:15][o:16]1. Starting materials: C(CCC)(=O)OC(C)C1=CC=C(C=C1)OC(C)OCC (1-(4-(1-ethoxyethoxy)phenyl)ethyl butyrate), C(CCCC)(=O)OC=C (vinyl valerate). Yields the product O1C(CCCC1)OC1=CC=C(C=C1)C(C)O (1-(4-(tetrahydro-2-pyranyloxy)phenyl)ethanol), C(CCCC)(=O)OCC (ethyl valerate). The yield is 91.0%. As a reaction SMILES: C([O:6][CH:7]([C:9]1[CH:14]=[CH:13][C:12]([O:15][CH:16]([O:18][CH2:19][CH3:20])[CH3:17])=[CH:11][CH:10]=1)[CH3:8])(=O)CCC.[C:21]([O:27][CH:28]=[CH2:29])(=[O:26])[CH2:22][CH2:23][CH2:24][CH3:25]>>[O:18]1[CH2:19][CH2:20][CH2:21][CH2:17][CH:16]1[O:15][C:12]1[CH:11]=[CH:10][C:9]([CH:7]([OH:6])[CH3:8])=[CH:14][CH:13]=1.[C:21]([O:27][CH2:28][CH3:29])(=[O:26])[CH2:22][CH2:23][CH2:24][CH3:25]. Procedure: The procedure of Example 5 (i) was repeated except that vinyl valerate was used instead of 2,2,2-trichloroethyl butyrate to give 10.4 g of S-form of 1-(4-(tetrahydro-2-pyranyloxy)phenyl)ethanol (yield: 94%) and 13.9 g of R-form of 1-(4-tetrahydro-2-pyranyloxy)phenyl)ethyl valerate (yield: 91%). Starting materials: COC(=O)C1N(C(CCC1)CC=O)C(=O)OCC1=CC=CC=C1 (6-(2-Oxo-ethyl)-piperidine-1,2-dicarboxylic acid 1-benzyl ester 2-methyl ester), O.C1(=CC=C(C=C1)S(=O)(=O)O)C (p-toluenesulfonic acid monohydrate), C(=O)(O)[O-].[Na+] (NaHCO3), COC(=O)C1N(C(CCC1)CC=O)C(=O)OCC1=CC=CC=C1 (6-(2-Oxo-ethyl)-piperidine-1,2-dicarboxylic acid 1-benzyl ester 2-methyl ester), C(OC)(OC)OC (trimethyl orthoformate). Reaction conditions: time 12 hour. Product: COC(=O)C1N(C(CCC1)CC(OC)OC)C(=O)OCC1=CC=CC=C1 (6-(2,2-Dimethoxy-ethyl)-piperidine-1,2-dicarboxylic Acid 1-Benzyl Ester 2-Methyl Ester). The yield is 96.0%. Reaction SMILES: [CH3:1][O:2][C:3]([CH:5]1[CH2:10][CH2:9][CH2:8][CH:7]([CH2:11]C=O)[N:6]1[C:14]([O:16][CH2:17][C:18]1[CH:23]=[CH:22][CH:21]=[CH:20][CH:19]=1)=[O:15])=[O:4].[CH:24]([O:29][CH3:30])([O:27][CH3:28])OC.O.C1(C)C=CC(S(O)(=O)=O)=CC=1.C([O-])(O)=O.[Na+]>>[CH3:1][O:2][C:3]([CH:5]1[CH2:10][CH2:9][CH2:8][CH:7]([CH2:11][CH:24]([O:27][CH3:28])[O:29][CH3:30])[N:6]1[C:14]([O:16][CH2:17][C:18]1[CH:19]=[CH:20][CH:21]=[CH:22][CH:23]=1)=[O:15])=[O:4] |f:2.3,4.5|. Procedure details: 6-(2-Oxo-ethyl)-piperidine-1,2-dicarboxylic acid 1-benzyl ester 2-methyl ester (Compound 236, 0.4 g, 1.25 mmol), trimethyl orthoformate (5 mL) and p-toluenesulfonic acid monohydrate (0.03 g) were combined, and the reaction mixture was stirred at room temperature for 12 hours. Aqueous NaHCO3 (25 mL) was added and the reaction was extracted with CHCl3 (3×100 mL). The combined organic layer was dried over MgSO4 and concentrated. The residue was purified by flash chromatography (1:2 EtOAc/hexanes) t... Starting materials: O1C=NC2=C1C=C(C=C2)O (1,3-benzoxazol-6-ol), BrCC1CC1 ((bromomethyl)cyclopropane), C([O-])([O-])=O.[K+].[K+] (potassium carbonate), CN(C)C=O (DMF). Run in O (Water). Run at temperature 60 celsius, time 3 hour. The product is C1(CC1)COC1=CC2=C(N=CO2)C=C1 (6-(cyclopropylmethoxy)-1,3-benzoxazole). Yield: 89.0%. Reaction SMILES: [O:1]1[C:5]2[CH:6]=[C:7]([OH:10])[CH:8]=[CH:9][C:4]=2[N:3]=[CH:2]1.Br[CH2:12][CH:13]1[CH2:15][CH2:14]1.C(=O)([O-])[O-].[K+].[K+].CN(C=O)C>O>[CH:13]1([CH2:12][O:10][C:7]2[CH:8]=[CH:9][C:4]3[N:3]=[CH:2][O:1][C:5]=3[CH:6]=2)[CH2:15][CH2:14]1 |f:2.3.4|. Procedure details: A mixture of 1,3-benzoxazol-6-ol (2.31 g), (bromomethyl)cyclopropane (3.46 g), potassium carbonate (3.54 g) and DMF (25 mL) was stirred at 60° C. for 3 hr. Water was added to the reaction mixture, and the mixture was extracted with ethyl acetate. The combined organic layer was washed with saturated brine, and dried over anhydrous magnesium sulfate, and the solvent was evaporated under reduced pressure. The residue was purified by silica gel column chromatography (hexane/ethyl acetate) to give th... Reactants: CCO, Cc1oc2c(C)c(C)c(NC(=O)c3ccc(F)cc3)c(C)c2c1-c1ccc(F)cc1. Product: Cc1oc2c(C)c(C)c(NCc3ccc(F)cc3)c(C)c2c1-c1ccc(F)cc1. RXN SMILES: [CH3:31][CH2:32][OH:33].[F:1][c:2]1[cH:3][cH:4][c:5]([C:6](=[O:7])[NH:8][c:9]2[c:10]([CH3:28])[c:11]([CH3:27])[c:12]3[c:13]([c:14](-[c:18]4[cH:19][cH:20][c:21]([F:24])[cH:22][cH:23]4)[c:15]([CH3:17])[o:16]3)[c:25]2[CH3:26])[cH:29][cH:30]1>>[F:1][c:2]1[cH:3][cH:4][c:5]([CH2:6][NH:8][c:9]2[c:10]([CH3:28])[c:11]([CH3:27])[c:12]3[c:13]([c:14](-[c:18]4[cH:19][cH:20][c:21]([F:24])[cH:22][cH:23]4)[c:15]([CH3:17])[o:16]3)[c:25]2[CH3:26])[cH:29][cH:30]1. Starting materials: BrCCCCCCCBr, CCOC(=O)C(C)C, C1CCOC1, CC(C)[N-]C(C)C, [Li+]. The product is CCOC(=O)C(C)(C)CCCCCCCBr. As a reaction SMILES: [Br:17][CH2:18][CH2:19][CH2:20][CH2:21][CH2:22][CH2:23][CH2:24][Br:25].[C:9]([CH:10]([CH3:11])[CH3:12])(=[O:13])[O:14][CH2:15][CH3:16].[CH2:26]1[O:27][CH2:28][CH2:29][CH2:30]1.[CH3:2][CH:3]([N-:4][CH:5]([CH3:6])[CH3:7])[CH3:8].[Li+:1]>>[C:9]([C:10]([CH3:11])([CH3:12])[CH2:18][CH2:19][CH2:20][CH2:21][CH2:22][CH2:23][CH2:24][Br:25])(=[O:13])[O:14][CH2:15][CH3:16].